This data is from the Open Reaction Database (ORD), a public repository of structured organic reaction records. The task is: describe an organic reaction: reactants, conditions, products, and yield Reactants: FC(C=1C=C(C=C(C1)C(F)(F)F)[C@@H](C)N(C(=O)N1[C@H](C[C@]2(CC[C@](N2)(C(=O)OC)C)CC1)C1=C(C=C(C=C1)F)C)C)(F)F (methyl (2S,5S,7R)-8-{[{(1R)-1-[3,5-bis(trifluoromethyl)phenyl]ethyl}(methyl)amino]carbonyl}-7-(4-fluoro-2-methylphenyl)-2-methyl-1,8-diazaspiro[4.5]decane-2-carboxylate), FC(C=1C=C(C=C(C1)C(F)(F)F)[C@@H](C)N(C(=O)N1[C@H](C[C@]2(CC[C@](N2)(C(=O)OC)C)CC1)C1=C(C=C(C=C1)F)C)C)(F)F (methyl (2S,5S,7R)-8-{[{(1R)-1-[3,5-bis(trifluoromethyl)phenyl]ethyl}(methyl)amino]carbonyl}-7-(4-fluoro-2-methylphenyl)-2-methyl-1,8-diazaspiro[4.5]decane-2-carboxylate), N (ammonia). Product: FC(C=1C=C(C=C(C1)C(F)(F)F)[C@@H](C)N(C(=O)N1[C@H](C[C@]2(CC[C@](N2)(C(=O)N)C)CC1)C1=C(C=C(C=C1)F)C)C)(F)F ((2S,5S,7R)-N8-{(1R)-1-[3,5-bis(trifluoromethyl)phenyl]ethyl}-7-(4-fluoro-2-methylphenyl)-N8,2-dimethyl-1,8-diazaspiro[4.5]decane-2,8-dicarboxamide). The yield is 371.9%. As a reaction SMILES: [F:1][C:2]([F:43])([F:42])[C:3]1[CH:4]=[C:5]([C@H:13]([N:15]([CH3:41])[C:16]([N:18]2[CH2:32][CH2:31][C@:21]3([NH:25][C@:24]([CH3:30])([C:26](OC)=[O:27])[CH2:23][CH2:22]3)[CH2:20][C@@H:19]2[C:33]2[CH:38]=[CH:37][C:36]([F:39])=[CH:35][C:34]=2[CH3:40])=[O:17])[CH3:14])[CH:6]=[C:7]([C:9]([F:12])([F:11])[F:10])[CH:8]=1.[NH3:44]>>[F:10][C:9]([F:11])([F:12])[C:7]1[CH:6]=[C:5]([C@H:13]([N:15]([CH3:41])[C:16]([N:18]2[CH2:32][CH2:31][C@:21]3([NH:25][C@:24]([CH3:30])([C:26]([NH2:44])=[O:27])[CH2:23][CH2:22]3)[CH2:20][C@@H:19]2[C:33]2[CH:38]=[CH:37][C:36]([F:39])=[CH:35][C:34]=2[CH3:40])=[O:17])[CH3:14])[CH:4]=[C:3]([C:2]([F:43])([F:1])[F:42])[CH:8]=1. Procedure details: In a sealed tube a solution of methyl (2S,5S,7R)-8-{[{(1R)-1-[3,5-bis(trifluoromethyl)phenyl]ethyl}(methyl)amino]carbonyl}-7-(4-fluoro-2-methylphenyl)-2-methyl-1,8-diazaspiro[4.5]decane-2-carboxylate (Intermediate 45, 75 mg, 0.121 mmol) in 7 N methanolic ammonia (5 ml, 35.0 mmol) was shaken at 40° C. for 5 days by PLS. Volatiles were removed in vacuo and the residue was purified by flash chromatography on silica gel using a SNAP 10 g as column and Dichloromethane/Methanol 98:2 as eluent affordin... The reactants are ClC=1C=CC=2C(=C3C(=NC2C1)C=CC(=N3)OC)Cl (7,10-dichloro-2-methoxypyrido[3,2-b]quinoline), Cl (hydrochloric acid), C(C)N(CCCCN)CC (4-diethylaminobutylamine), C1(=CC=CC=C1)O (phenol). Solvent: CC(=O)C (acetone), C(C)O (ethanol). Product: Cl.Cl.ClC=1C=CC=2C(=C3C(=NC2C1)C=CC(=N3)OC)NCCCCN(CC)CC (7-Chloro-10-[(4-diethylaminobutyl)amino]-2-methoxypyrido[3,2-b]quinoline dihydrochloride). Reaction SMILES: [Cl:1][C:2]1[CH:3]=[CH:4][C:5]2[C:6](Cl)=[C:7]3[N:15]=[C:14]([O:16][CH3:17])[CH:13]=[CH:12][C:8]3=[N:9][C:10]=2[CH:11]=1.[CH2:19]([N:21]([CH2:27][CH3:28])[CH2:22][CH2:23][CH2:24][CH2:25][NH2:26])[CH3:20].C1(O)C=CC=CC=1.[ClH:36]>CC(C)=O.C(O)C>[ClH:1].[ClH:36].[Cl:1][C:2]1[CH:3]=[CH:4][C:5]2[C:6]([NH:26][CH2:25][CH2:24][CH2:23][CH2:22][N:21]([CH2:27][CH3:28])[CH2:19][CH3:20])=[C:7]3[N:15]=[C:14]([O:16][CH3:17])[CH:13]=[CH:12][C:8]3=[N:9][C:10]=2[CH:11]=1 |f:6.7.8|. Procedure: A mixture of 2.8 g. of 7,10-dichloro-2-methoxypyrido[3,2-b]quinoline, 1.5 g. of 4-diethylaminobutylamine and 6.5 g. of phenol is heated at 100° C. for 3 hours. The reaction is cooled, 20 ml. of ethanol is added and this mixture is poured into a mixture of 200 ml. of acetone and 2.5 ml. of concentrated hydrochloric acid. The yellow solic is collected, air-dried and recrystallized from ethanol, giving the desired product, mp. 246°-274° C. (dec.). Reactants: COc1cccc(C(Oc2ccc3c(cnn3-c3ccc(F)cc3)c2)C(C)N)c1, O=C(O)c1cc[nH]n1. The product is COc1cccc(C(Oc2ccc3c(cnn3-c3ccc(F)cc3)c2)C(C)NC(=O)c2cc[nH]n2)c1. Reaction SMILES: [F:1][c:2]1[cH:3][cH:4][c:5](-[n:8]2[n:9][cH:10][c:11]3[cH:12][c:13]([O:17][CH:18]([CH:19]([CH3:20])[NH2:21])[c:22]4[cH:23][c:24]([O:28][CH3:29])[cH:25][cH:26][cH:27]4)[cH:14][cH:15][c:16]23)[cH:6][cH:7]1.[nH:30]1[n:31][c:32]([C:35](=[O:36])[OH:37])[cH:33][cH:34]1>>[F:1][c:2]1[cH:3][cH:4][c:5](-[n:8]2[n:9][cH:10][c:11]3[cH:12][c:13]([O:17][CH:18]([CH:19]([CH3:20])[NH:21][C:35]([c:32]4[n:31][nH:30][cH:34][cH:33]4)=[O:36])[c:22]4[cH:23][c:24]([O:28][CH3:29])[cH:25][cH:26][cH:27]4)[cH:14][cH:15][c:16]23)[cH:6][cH:7]1.